This data is from the Open Reaction Database (ORD), a public repository of structured organic reaction records. The task is: describe an organic reaction: reactants, conditions, products, and yield Reactants: [O-]CC.[Na+] (sodium ethoxide), [Na] (sodium), Cl (hydrochloric acid), resultant mixture, BrC=1SC2=C(N1)C(=CC=C2)OC2=CC=CC=C2 (2-bromo-4-phenoxybenzothiazole). The solvent is C(C)O (ethanol), CC(=O)C (acetone). Reaction conditions: time 45 minute. Product: O=C1SC2=C(N1)C(=CC=C2)OC2=CC=CC=C2 (2-oxo-4-phenoxybenzothiazoline). RXN SMILES: [O-:1]CC.[Na+].[Na].Br[C:7]1[S:8][C:9]2[CH:15]=[CH:14][CH:13]=[C:12]([O:16][C:17]3[CH:22]=[CH:21][CH:20]=[CH:19][CH:18]=3)[C:10]=2[N:11]=1.Cl>CC(C)=O.C(O)C>[O:1]=[C:7]1[NH:11][C:10]2[C:12]([O:16][C:17]3[CH:22]=[CH:21][CH:20]=[CH:19][CH:18]=3)=[CH:13][CH:14]=[CH:15][C:9]=2[S:8]1 |f:0.1,^1:4|. Procedure: To a sodium ethoxide solution prepared with sodium metal (460 mg) and anhydrous ethanol (50 ml) was added 2-bromo-4-phenoxybenzothiazole (3.0 g). The mixture was refluxed with stirring 45 minutes. The solvent was removed under reduced pressure to give a residue, to which was added 10% hydrochloric acid (30 ml) and acetone (50 ml). The resultant mixture was refluxed with stirring for 2 hours. The solvent was removed under reduced pressure to give a residue, which was recrystallized from a mixture...